Dataset: the Open Reaction Database (ORD), a public repository of structured organic reaction records. Task: describe an organic reaction: reactants, conditions, products, and yield Starting materials: O=C([O-])O, CO, CC(C)(C)C1CCC(OC(=O)Cl)CC1, ClCCl, Cl, CCOC(Cc1ccc(OCCc2ccc(N)cc2)cc1)C(=O)O, [Na+], C1CCOC1. The product is CCOC(Cc1ccc(OCCc2ccc(NC(=O)OC3CCC(C(C)(C)C)CC3)cc2)cc1)C(=O)O. RXN SMILES: [C:26](=[O:27])([O-:28])[OH:29].[CH3:48][OH:49].[Cl:31][C:32](=[O:33])[O:34][CH:35]1[CH2:36][CH2:37][CH:38]([C:41]([CH3:42])([CH3:43])[CH3:44])[CH2:39][CH2:40]1.[Cl:45][CH2:46][Cl:47].[ClH:1].[NH2:2][c:3]1[cH:4][cH:5][c:6]([CH2:9][CH2:10][O:11][c:12]2[cH:13][cH:14][c:15]([CH2:18][CH:19]([C:20](=[O:21])[OH:22])[O:23][CH2:24][CH3:25])[cH:16][cH:17]2)[cH:7][cH:8]1.[Na+:30].[O:50]1[CH2:51][CH2:52][CH2:53][CH2:54]1>>[NH:2]([c:3]1[cH:4][cH:5][c:6]([CH2:9][CH2:10][O:11][c:12]2[cH:13][cH:14][c:15]([CH2:18][CH:19]([C:20](=[O:21])[OH:22])[O:23][CH2:24][CH3:25])[cH:16][cH:17]2)[cH:7][cH:8]1)[C:32](=[O:33])[O:34][CH:35]1[CH2:36][CH2:37][CH:38]([C:41]([CH3:42])([CH3:43])[CH3:44])[CH2:39][CH2:40]1.